Dataset: the Open Reaction Database (ORD), a public repository of structured organic reaction records. Task: describe an organic reaction: reactants, conditions, products, and yield The reactants are CCOCC, C1CCCCC1, CN(C)P(=O)(N(C)C)N(C)C, CC(C)[N-]C(C)C, [Cl-], Clc1ccc(CBr)cc1Cl, [Li+], [NH4+], C1CCOC1, O, COC(=O)CC(C)O. Product: COC(=O)C(Cc1ccc(Cl)c(Cl)c1)C(C)O. RXN SMILES: [CH2:35]([O:36][CH2:37][CH3:38])[CH3:39].[CH2:51]1[CH2:52][CH2:53][CH2:54][CH2:55][CH2:56]1.[CH3:40][N:41]([CH3:42])[P:43](=[O:44])([N:45]([CH3:46])[CH3:47])[N:48]([CH3:49])[CH3:50].[CH:9]([N-:10][CH:11]([CH3:12])[CH3:13])([CH3:14])[CH3:15].[Cl-:27].[Cl:17][c:18]1[cH:19][c:20]([CH2:21][Br:22])[cH:23][cH:24][c:25]1[Cl:26].[Li+:16].[NH4+:28].[O:29]1[CH2:30][CH2:31][CH2:32][CH2:33]1.[OH2:34].[OH:1][CH:2]([CH2:3][C:4](=[O:5])[O:6][CH3:7])[CH3:8]>>[OH:1][CH:2]([CH:3]([C:4](=[O:5])[O:6][CH3:7])[CH2:21][c:20]1[cH:19][c:18]([Cl:17])[c:25]([Cl:26])[cH:24][cH:23]1)[CH3:8]. Starting materials: NC1=C(C=C(CP(OCCO)(OCCO)=O)C=C1)OC (bis(2-hydroxyethyl) (4-amino-3-methoxybenzyl)phosphonate), ClC1=NC=C(C(=N1)NC1=C(C(=O)NC)C=CC=C1)C(F)(F)F (2-(2-chloro-5-(trifluoromethyl)pyrimidin-4-ylamino)-N-methylbenzamide), NC1=C(C=C(CP(OCCO)(OCCO)=O)C=C1)OC (bis(2-hydroxyethyl) (4-amino-3-methoxybenzyl)phosphonate), ClC1=NC=C(C(=N1)NC1=C(C(=O)NC)C=CC=C1)C(F)(F)F (2-(2-chloro-5-(trifluoromethyl)pyrimidin-4-ylamino)-N-methylbenzamide). The product is OCCOP(OCCO)(=O)CC1=CC(=C(C=C1)NC1=NC=C(C(=N1)NC1=C(C=CC=C1)C(NC)=O)C(F)(F)F)OC (Bis(2-hydroxyethyl)(3-methoxy-4-{[4-{[2-(methylcarbamoyl)phenyl]amino}-5-(trifluoromethyl)pyrimidin-2-yl]amino}benzyl)phosphonate). As a reaction SMILES: [NH2:1][C:2]1[CH:18]=[CH:17][C:5]([CH2:6][P:7](=[O:16])([O:12][CH2:13][CH2:14][OH:15])[O:8][CH2:9][CH2:10][OH:11])=[CH:4][C:3]=1[O:19][CH3:20].Cl[C:22]1[N:27]=[C:26]([NH:28][C:29]2[CH:38]=[CH:37][CH:36]=[CH:35][C:30]=2[C:31]([NH:33][CH3:34])=[O:32])[C:25]([C:39]([F:42])([F:41])[F:40])=[CH:24][N:23]=1>>[OH:11][CH2:10][CH2:9][O:8][P:7]([CH2:6][C:5]1[CH:17]=[CH:18][C:2]([NH:1][C:22]2[N:27]=[C:26]([NH:28][C:29]3[CH:38]=[CH:37][CH:36]=[CH:35][C:30]=3[C:31](=[O:32])[NH:33][CH3:34])[C:25]([C:39]([F:42])([F:40])[F:41])=[CH:24][N:23]=2)=[C:3]([O:19][CH3:20])[CH:4]=1)(=[O:16])[O:12][CH2:13][CH2:14][OH:15]. Reported procedure: The title compound was prepared according to the procedure for Example 102 using bis(2-hydroxyethyl) (4-amino-3-methoxybenzyl)phosphonate (Compound 113A, 30 mg, 0.1 mmol) and 2-(2-chloro-5-(trifluoromethyl)pyrimidin-4-ylamino)-N-methylbenzamide (Compound 104A, 33 mg, 0.1 mmol). The reaction mixture was concentrated in vacuo and the residue was purified by HPLC to afford the title compound. 1H-NMR (DMSO-d6, 400 MHz): δ=2.83 (s, 3 H), 3.35 (d, J=21.6 Hz, 2 H), 3.60 (dd, J=5.2, 10.4 Hz, 4 H), 3.84 ... The reactants are C(C)OP(=O)(CC1CCCCC1)C[C@H](CCl)O (3-chloro-2(R)-hydroxy-propyl(cyclohexylmethyl)phosphinic acid ethyl ester), C(#N)C=1C=C(C=CC1)C(C)N (N-[1-(3-cyanophenyl)ethyl]amine), CCN(C(C)C)C(C)C (Hunig base). The solvent is C(C)O (ethanol). Yields the product C(C)OP(=O)(CC1CCCCC1)C[C@H](CNC(C)C1=CC(=CC=C1)C#N)O (3-{N-[1 -(3cyanophenyl)ethyl]amino}-2(S)-hydroxy-propyl(cyclohexylmethyl)phosphinic acid ethyl ester). RXN SMILES: [CH2:1]([O:3][P:4]([CH2:13][C@@H:14]([OH:17])[CH2:15]Cl)([CH2:6][CH:7]1[CH2:12][CH2:11][CH2:10][CH2:9][CH2:8]1)=[O:5])[CH3:2].[C:18]([C:20]1[CH:21]=[C:22]([CH:26]([NH2:28])[CH3:27])[CH:23]=[CH:24][CH:25]=1)#[N:19].CCN(C(C)C)C(C)C>C(O)C>[CH2:1]([O:3][P:4]([CH2:13][C@@H:14]([OH:17])[CH2:15][NH:28][CH:26]([C:22]1[CH:23]=[CH:24][CH:25]=[C:20]([C:18]#[N:19])[CH:21]=1)[CH3:27])([CH2:6][CH:7]1[CH2:12][CH2:11][CH2:10][CH2:9][CH2:8]1)=[O:5])[CH3:2]. Procedure details: A mixture of 5.65 g of 3-chloro-2(R)-hydroxy-propyl(cyclohexylmethyl)phosphinic acid ethyl ester, 2.92 g of N-[1-(3-cyanophenyl)ethyl]amine, 2.60 g of Hunig base and 10 ml of ethanol is heated under reflux for 5 days, then cooled to room temperature and concentrated by evaporation. Chromatography of the residue on silica gel gives 3-{N-[1 -(3cyanophenyl)ethyl]amino}-2(S)-hydroxy-propyl(cyclohexylmethyl)phosphinic acid ethyl ester in the form of an oil; [α}20D =+8.6 0.8 (c=1.225 in trichlorometha... Starting materials: [OH-].[Na+] (sodium hydroxide), ClC1=C(C(=CC(=C1)Cl)Cl)O (2,4,6-trichlorophenol), raw product, Cl (hydrochloric acid), ClCC(=O)O (monochloroacetic acid). The solvent is O (water), O (water). Product: ClC1=C(OCC(=O)O)C(=CC(=C1)Cl)Cl (2,4,6-trichlorophenoxyacetic acid). Yield: 92.3%. Reaction SMILES: [OH-].[Na+].[Cl:3][C:4]1[CH:9]=[C:8]([Cl:10])[CH:7]=[C:6]([Cl:11])[C:5]=1[OH:12].Cl[CH2:14][C:15]([OH:17])=[O:16].Cl>O>[Cl:3][C:4]1[CH:9]=[C:8]([Cl:10])[CH:7]=[C:6]([Cl:11])[C:5]=1[O:12][CH2:14][C:15]([OH:17])=[O:16] |f:0.1|. Reported procedure: 26.4 g (0.66 mol) of sodium hydroxide and 59.1 g (0.299 mol) of 2,4,6-trichlorophenol were respectively added to 450 ml of water for dissolution at normal temperature. Adding 28.11 g (0.299 mol) of monochloroacetic acid hereto, the reaction mixture was heated and refluxed for 9 to 10 hours, while the external temperature was maintained at 110°-120° C. On completion of the reaction, it was lowered to normal temperature to be followed by the filtration of product precipitate. The above reaction pr... The reactants are C(C)(C)(C)OC(=O)N[C@@H]1CNCCC1 ((S)-3-(tert-butoxycarbonylamino)piperidine), CC1=CN=CC=2C=CC=C(C12)S(=O)(=O)Cl (4-methyl-5-isoquinolinesulfonyl chloride). The product is C(C)(C)(C)OC(=O)N[C@@H]1CN(CCC1)S(=O)(=O)C=1C=2C(=CN=CC2C=CC1)C ((S)-3-(tert-Butoxycarbonylamino)-1-(4-methyl-5-isoquinolinesulfonyl)-piperidine), N[C@@H]1CN(CCC1)S(=O)(=O)C=1C=2C(=CN=CC2C=CC1)C ((S)-3-Amino-1-(4-methyl-5-isoquinolinesulfonyl)piperidine), Cl (hydrochloride). Reaction SMILES: [CH3:1][C:2]1[C:11]2[C:10]([S:12]([Cl:15])(=[O:14])=[O:13])=[CH:9][CH:8]=[CH:7][C:6]=2[CH:5]=[N:4][CH:3]=1.[C:16]([O:20][C:21]([NH:23][C@H:24]1[CH2:29][CH2:28][CH2:27][NH:26][CH2:25]1)=[O:22])([CH3:19])([CH3:18])[CH3:17]>>[C:16]([O:20][C:21]([NH:23][C@H:24]1[CH2:29][CH2:28][CH2:27][N:26]([S:12]([C:10]2[C:11]3[C:2]([CH3:1])=[CH:3][N:4]=[CH:5][C:6]=3[CH:7]=[CH:8][CH:9]=2)(=[O:14])=[O:13])[CH2:25]1)=[O:22])([CH3:19])([CH3:17])[CH3:18].[NH2:23][C@H:24]1[CH2:29][CH2:28][CH2:27][N:26]([S:12]([C:10]2[C:11]3[C:2]([CH3:1])=[CH:3][N:4]=[CH:5][C:6]=3[CH:7]=[CH:8][CH:9]=2)(=[O:14])=[O:13])[CH2:25]1.[ClH:15]. Reported procedure: (S)-3-(tert-Butoxycarbonylamino)-1-(4-methyl-5-isoquinolinesulfonyl)-piperidine was prepared by using 4-methyl-5-isoquinolinesulfonyl chloride instead of 4-bromo-5-isoquinolinesulfonyl chloride, and (S)-3-(tert-butoxycarbonylamino)piperidine instead of (S)-3-(tert-butoxycarbonylamino)pyrrolidine in the method of Example 1-1, and then the protective group of the resultant was removed according to the method described in Example 1-1, Step B to obtain the title compound as hydrochloride. Starting materials: C(C)(C)(C)OC(=O)N1CCN(CC1)C=1C(NC=CN1)=O (3-(4-tert-Butoxycarbonyl-1-piperazinyl)-2(1H)-pyrazinone), CC(C)(C)[O-].[K+] (t-BuOK), FC1=C(CBr)C=C(C(=C1)F)F (2,4,5-trifluorobenzyl bromide). Solvent: C1CCOC1 (THF), C1CCOC1 (THF). Reaction conditions: time 10 minute. Yields the product FC1=C(CN2C(C(=NC=C2)N2CCN(CC2)C(=O)OC(C)(C)C)=O)C=C(C(=C1)F)F (1-(2,4,5-Trifluorobenzyl)-3-(4-tert-butoxycarbonyl-1-piperazinyl)-2(1H)-pyrazinone). Isolated yield 92.0%. RXN SMILES: [C:1]([O:5][C:6]([N:8]1[CH2:13][CH2:12][N:11]([C:14]2[C:15](=[O:20])[NH:16][CH:17]=[CH:18][N:19]=2)[CH2:10][CH2:9]1)=[O:7])([CH3:4])([CH3:3])[CH3:2].CC([O-])(C)C.[K+].[F:27][C:28]1[CH:35]=[C:34]([F:36])[C:33]([F:37])=[CH:32][C:29]=1[CH2:30]Br>C1COCC1>[F:27][C:28]1[CH:35]=[C:34]([F:36])[C:33]([F:37])=[CH:32][C:29]=1[CH2:30][N:16]1[CH:17]=[CH:18][N:19]=[C:14]([N:11]2[CH2:10][CH2:9][N:8]([C:6]([O:5][C:1]([CH3:4])([CH3:2])[CH3:3])=[O:7])[CH2:13][CH2:12]2)[C:15]1=[O:20] |f:1.2|. Procedure: To a solution of 3-(4-tert-butoxycarbonyl-1-piperazinyl)-2(1H)-pyrazinone (obtained in Step 1 above; 1.30 g, 4.66 mmol) in THF (20 mL) was added t-BuOK (0.53 g, 4.66 mmol) and the mixture was stirred at room temperature for 10 min. The resulting solution was added dropwise to a stirred solution of 2,4,5-trifluorobenzyl bromide (1.20 g, 5.33 mmol) in THF (20 mL) at room temperature. After 2 h, the reaction mixture was cooled to 0° C. and partitioned between water (20 mL) and EtOAc (50 mL). The or... Reactants: CCN(CC)S(F)(F)F, Cn1ccc(NC(=O)C(=CC2CCC(O)C2)c2ccc(S(=O)(=O)C3CC3)c(C3CC3)c2)n1, ClCCl, O. Yields the product Cn1ccc(NC(=O)C(=CC2CCC(F)C2)c2ccc(S(=O)(=O)C3CC3)c(C3CC3)c2)n1. Reaction SMILES: [CH2:33]([N:34]([S:35]([F:36])([F:37])[F:39])[CH2:38][CH3:40])[CH3:41].[CH:1]1([c:4]2[cH:5][c:6]([C:16]([C:17](=[O:18])[NH:19][c:20]3[n:21][n:22]([CH3:25])[cH:23][cH:24]3)=[CH:26][CH:27]3[CH2:28][CH:29]([OH:32])[CH2:30][CH2:31]3)[cH:7][cH:8][c:9]2[S:10](=[O:11])(=[O:12])[CH:13]2[CH2:14][CH2:15]2)[CH2:2][CH2:3]1.[Cl:42][CH2:43][Cl:44].[OH2:45]>>[CH:1]1([c:4]2[cH:5][c:6]([C:16]([C:17](=[O:18])[NH:19][c:20]3[n:21][n:22]([CH3:25])[cH:23][cH:24]3)=[CH:26][CH:27]3[CH2:28][CH:29]([F:39])[CH2:30][CH2:31]3)[cH:7][cH:8][c:9]2[S:10](=[O:11])(=[O:12])[CH:13]2[CH2:14][CH2:15]2)[CH2:2][CH2:3]1. The reactants are FC1=C(C=CC(=C1)NCC1=CC=C(C=C1)C(CCC)CC=1SC=C(N1)C1=CC=CC=C1)CCC(=O)OCC (ethyl 3-{2-fluoro-4-[(4-{1-[(4-phenyl-1,3-thiazol-2-yl)methyl]butyl}benzyl)amino]phenyl}propanoate), O1CCCC1 (tetrahydrofuran), Cl (hydrochloric acid), O.[OH-].[Li+] (lithium hydroxide monohydrate). Solvent: C(C)O (ethanol), O (water). Conditions: time 2.5 hour. Yields the product FC1=C(C=CC(=C1)NCC1=CC=C(C=C1)C(CCC)CC=1SC=C(N1)C1=CC=CC=C1)CCC(=O)O (3-{2-fluoro-4-[(4-{1-[(4-phenyl-1,3-thiazol-2-yl)methyl]butyl}benzyl)amino]phenyl}propanoic acid). Isolated yield 83.1%. As a reaction SMILES: [F:1][C:2]1[CH:7]=[C:6]([NH:8][CH2:9][C:10]2[CH:15]=[CH:14][C:13]([CH:16]([CH2:20][C:21]3[S:22][CH:23]=[C:24]([C:26]4[CH:31]=[CH:30][CH:29]=[CH:28][CH:27]=4)[N:25]=3)[CH2:17][CH2:18][CH3:19])=[CH:12][CH:11]=2)[CH:5]=[CH:4][C:3]=1[CH2:32][CH2:33][C:34]([O:36]CC)=[O:35].O1CCCC1.O.[OH-].[Li+].Cl>C(O)C.O>[F:1][C:2]1[CH:7]=[C:6]([NH:8][CH2:9][C:10]2[CH:11]=[CH:12][C:13]([CH:16]([CH2:20][C:21]3[S:22][CH:23]=[C:24]([C:26]4[CH:27]=[CH:28][CH:29]=[CH:30][CH:31]=4)[N:25]=3)[CH2:17][CH2:18][CH3:19])=[CH:14][CH:15]=2)[CH:5]=[CH:4][C:3]=1[CH2:32][CH2:33][C:34]([OH:36])=[O:35] |f:2.3.4|. Reported procedure: To a solution of ethyl 3-{2-fluoro-4-[(4-{1-[(4-phenyl-1,3-thiazol-2-yl)methyl]butyl}benzyl)amino]phenyl}propanoate (0.420 g, 0.790 mmol) in a mixture of ethanol (6 mL), tetrahydrofuran (12 mL) and water (6 mL) was added lithium hydroxide monohydrate (0.198 g, 4.74 mmol), and the mixture was stirred at room temperature for 2.5 hr. The reaction mixture was neutralized with 1 N hydrochloric acid and extracted with ethyl acetate. The organic layer was washed with saturated brine, dried over anhydro... The reactants are OC=1C=C2C=CC(NC2=CC1)=O (6-hydroxycarbostyril), C([O-])([O-])=O.[K+].[K+] (potassium carbonate), C1(CCCCC1)N1N=NN=C1CCCCl (1-cyclohexyl-5-γ-chloropropyltetrazole). Solvent: CN(C=O)C (dimethylformamide). Conditions: time 4 hour. Product: C1(CCCCC1)N1N=NN=C1CCCOC=1C=C2C=CC(NC2=CC1)=O (6-[3-(1-cyclohexyltetrazol-5-yl)propoxy]carbostyril). Yield: 50.4%. Reaction SMILES: [OH:1][C:2]1[CH:3]=[C:4]2[C:9](=[CH:10][CH:11]=1)[NH:8][C:7](=[O:12])[CH:6]=[CH:5]2.C(=O)([O-])[O-].[K+].[K+].[CH:19]1([N:25]2[C:29]([CH2:30][CH2:31][CH2:32]Cl)=[N:28][N:27]=[N:26]2)[CH2:24][CH2:23][CH2:22][CH2:21][CH2:20]1>CN(C)C=O>[CH:19]1([N:25]2[C:29]([CH2:30][CH2:31][CH2:32][O:1][C:2]3[CH:3]=[C:4]4[C:9](=[CH:10][CH:11]=3)[NH:8][C:7](=[O:12])[CH:6]=[CH:5]4)=[N:28][N:27]=[N:26]2)[CH2:20][CH2:21][CH2:22][CH2:23][CH2:24]1 |f:1.2.3|. Procedure details: Into 200 ml of dimethylformamide, 3.2 g of 6-hydroxycarbostyril, 3.3 g of potassium carbonate and 7.7 g of 1-cyclohexyl-5-γ-chloropropyltetrazole are added and stirred for 4 hours at 70° to 80° C. After the reaction is completed, dimethylformamide is removed by distillation under reduced pressure. The residue thus obtained is then extracted with 300 ml of chloroform and the chloroform layer is washed with a diluted NaOH aqueous solution and with water and next dried with Na2SO4. After removal of... The reactants are CC(C)(C)OC(=O)N1CCCC1COc1ccc(Oc2ccc(OC(F)(F)F)cc2)cc1, Cl, C1COCCO1. The product is Cl, FC(F)(F)Oc1ccc(Oc2ccc(OCC3CCCN3)cc2)cc1. As a reaction SMILES: [C:1]([O:2][C:3](=[O:4])[N:8]1[CH:9]([CH2:13][O:14][c:15]2[cH:16][cH:17][c:18]([O:21][c:22]3[cH:23][cH:24][c:25]([O:28][C:29]([F:30])([F:31])[F:32])[cH:26][cH:27]3)[cH:19][cH:20]2)[CH2:10][CH2:11][CH2:12]1)([CH3:5])([CH3:6])[CH3:7].[ClH:33].[O:34]1[CH2:35][CH2:36][O:37][CH2:38][CH2:39]1>>[ClH:33].[NH:8]1[CH:9]([CH2:13][O:14][c:15]2[cH:16][cH:17][c:18]([O:21][c:22]3[cH:23][cH:24][c:25]([O:28][C:29]([F:30])([F:31])[F:32])[cH:26][cH:27]3)[cH:19][cH:20]2)[CH2:10][CH2:11][CH2:12]1.